This data is from the Open Reaction Database (ORD), a public repository of structured organic reaction records. The task is: describe an organic reaction: reactants, conditions, products, and yield Reactants: S(=O)(=O)(OC)OC (dimethyl sulphate), Na2CO2, C(C)(C)(C)OC(C(C(=O)C)=NO)=O (2-hydroxyiminoacetoacetic acid-tert.butyl ester). Solvent: O (water), CO (methanol). Conditions: time 3 hour. Product: C(C)(C)(C)OC(C(C(=O)C)=NOC)=O (2-Methoxyiminoacetoacetic acid-tert.-butyl ester). Reaction SMILES: [C:1]([O:5][C:6](=[O:13])[C:7](=[N:11][OH:12])[C:8]([CH3:10])=[O:9])([CH3:4])([CH3:3])[CH3:2].S(OC)(O[CH3:18])(=O)=O>O.CO>[C:1]([O:5][C:6](=[O:13])[C:7](=[N:11][O:12][CH3:18])[C:8]([CH3:10])=[O:9])([CH3:4])([CH3:2])[CH3:3]. Procedure details: To a solution of 215 g of Na2CO2 in 2200 ml of water is added at room temperature a solution of 128 g of 2-hydroxyiminoacetoacetic acid-tert.butyl ester in 475 ml of methanol. 255 g of dimethyl sulphate are added, dropwise, at 8°-10°, and after 3 hours at 8°-10° and 15 hours at room temperature, the mixture is filtered. The filtrate is extracted 3 times with ethyl acetate extracted 3 times with ethyl acetate, dried over magnesium sulphate and evaporated to obtain the heading compound.